describe an organic reaction: reactants, conditions, products, and yield From a dataset of the Open Reaction Database (ORD), a public repository of structured organic reaction records. Reactants: CC(C)(C)P(C(C)(C)C)C(C)(C)C, CC(C)(C)P(C(C)(C)C)C(C)(C)C, CCCC[Sn](C#N)(CCCC)CCCC, C[Si](C)(C)CCOCN(COCC[Si](C)(C)C)c1cc(Cl)nc2ccnn12, [Pd], [Pd], c1ccc(P(c2ccccc2)c2ccccc2)cc1, c1ccc(P(c2ccccc2)c2ccccc2)cc1, c1ccc(P(c2ccccc2)c2ccccc2)cc1, c1ccc(P(c2ccccc2)c2ccccc2)cc1. Product: C[Si](C)(C)CCOCN(COCC[Si](C)(C)C)c1cc(C#N)nc2ccnn12. As a reaction SMILES: [C:121]([P:122]([C:123]([CH3:124])([CH3:125])[CH3:126])[C:127]([CH3:128])([CH3:129])[CH3:130])([CH3:131])([CH3:132])[CH3:133].[C:134]([P:135]([C:136]([CH3:137])([CH3:138])[CH3:139])[C:140]([CH3:141])([CH3:142])[CH3:143])([CH3:144])([CH3:145])[CH3:146].[CH2:28]([Sn:29]([CH2:30][CH2:31][CH2:32][CH3:33])([CH2:34][CH2:35][CH2:36][CH3:37])[C:41]#[N:42])[CH2:38][CH2:39][CH3:40].[Cl:1][c:2]1[n:3][c:4]2[n:5]([c:6]([N:8]([CH2:9][O:10][CH2:11][CH2:12][Si:13]([CH3:14])([CH3:15])[CH3:16])[CH2:17][O:18][CH2:19][CH2:20][Si:21]([CH3:22])([CH3:23])[CH3:24])[cH:7]1)[n:25][cH:26][cH:27]2.[Pd:120].[Pd:43].[c:101]1([P:102]([c:103]2[cH:104][cH:105][cH:106][cH:107][cH:108]2)[c:109]2[cH:110][cH:111][cH:112][cH:113][cH:114]2)[cH:115][cH:116][cH:117][cH:118][cH:119]1.[c:44]1([P:45]([c:46]2[cH:47][cH:48][cH:49][cH:50][cH:51]2)[c:52]2[cH:53][cH:54][cH:55][cH:56][cH:57]2)[cH:58][cH:59][cH:60][cH:61][cH:62]1.[c:63]1([P:64]([c:65]2[cH:66][cH:67][cH:68][cH:69][cH:70]2)[c:71]2[cH:72][cH:73][cH:74][cH:75][cH:76]2)[cH:77][cH:78][cH:79][cH:80][cH:81]1.[c:82]1([P:83]([c:84]2[cH:85][cH:86][cH:87][cH:88][cH:89]2)[c:90]2[cH:91][cH:92][cH:93][cH:94][cH:95]2)[cH:96][cH:97][cH:98][cH:99][cH:100]1>>[c:2]1([C:41]#[N:42])[n:3][c:4]2[n:5]([c:6]([N:8]([CH2:9][O:10][CH2:11][CH2:12][Si:13]([CH3:14])([CH3:15])[CH3:16])[CH2:17][O:18][CH2:19][CH2:20][Si:21]([CH3:22])([CH3:23])[CH3:24])[cH:7]1)[n:25][cH:26][cH:27]2. Starting materials: ClC1=NC(=C(C(=O)NC2=CC(=C(C=C2)Cl)C2=NC=CC=C2)C=C1)C (6-chloro-N-(4-chloro-3-(pyridin-2-yl)phenyl)-2-methylnicotinamide), C[C@H](CN)O (R-(−)-1-amino-2-propanol). Solvent: C(CCC)O (BuOH). The product is ClC1=C(C=C(C=C1)NC(C1=C(N=C(C=C1)NC[C@@H](C)O)C)=O)C1=NC=CC=C1 ((R)—N-(4-chloro-3-(pyridin-2-yl)phenyl)-6-(2-hydroxypropylamino)-2-methylnicotinamide). As a reaction SMILES: Cl[C:2]1[CH:23]=[CH:22][C:5]([C:6]([NH:8][C:9]2[CH:14]=[CH:13][C:12]([Cl:15])=[C:11]([C:16]3[CH:21]=[CH:20][CH:19]=[CH:18][N:17]=3)[CH:10]=2)=[O:7])=[C:4]([CH3:24])[N:3]=1.[CH3:25][C@@H:26]([OH:29])[CH2:27][NH2:28]>C(O)CCC>[Cl:15][C:12]1[CH:13]=[CH:14][C:9]([NH:8][C:6](=[O:7])[C:5]2[CH:22]=[CH:23][C:2]([NH:28][CH2:27][C@H:26]([OH:29])[CH3:25])=[N:3][C:4]=2[CH3:24])=[CH:10][C:11]=1[C:16]1[CH:21]=[CH:20][CH:19]=[CH:18][N:17]=1. Reported procedure: Procedure F was performed using 60 mg of 6-chloro-N-(4-chloro-3-(pyridin-2-yl)phenyl)-2-methylnicotinamide and 116 μL of R-(−)-1-amino-2-propanol in 0.5 mL of BuOH. Purified by reverse phase HPLC to yield (R)—N-(4-chloro-3-(pyridin-2-yl)phenyl)-6-(2-hydroxypropylamino)-2-methylnicotinamide. MS (Q1) 397.4 (M)+. Product: COC(C1=CC(=C(C=C1)CC1=CN(C2=CC=C(C=C12)[N+](=O)[O-])C(NC1=CC=C(C=C1)F)=O)OC)=O (4-[1-(4-fluoro-phenylcarbamoyl)-5-nitro-1H-indol-3-ylmethyl]-3-methoxy-benzoic acid methylester). Reagents/catalysts: CN(C1=CC=NC=C1)C (4-dimethylaminopyridine). The reactants are COC(C1=CC(=C(C=C1)CC1=CNC2=CC=C(C=C12)[N+](=O)[O-])OC)=O (4-[5-nitro-1H-indol-3-ylmethyl]-3-methoxy-benzoic acid methylester), FC1=CC=C(C=C1)N=C=O (4-fluorophenylisocyanate). Run in C(Cl)Cl (methylene chloride), C(Cl)Cl (methylene chloride). Conditions: time 18 hour. As a reaction SMILES: [CH3:1][O:2][C:3](=[O:25])[C:4]1[CH:9]=[CH:8][C:7]([CH2:10][C:11]2[C:19]3[C:14](=[CH:15][CH:16]=[C:17]([N+:20]([O-:22])=[O:21])[CH:18]=3)[NH:13][CH:12]=2)=[C:6]([O:23][CH3:24])[CH:5]=1.[F:26][C:27]1[CH:32]=[CH:31][C:30]([N:33]=[C:34]=[O:35])=[CH:29][CH:28]=1>CN(C)C1C=CN=CC=1.C(Cl)Cl>[CH3:1][O:2][C:3](=[O:25])[C:4]1[CH:9]=[CH:8][C:7]([CH2:10][C:11]2[C:19]3[C:14](=[CH:15][CH:16]=[C:17]([N+:20]([O-:22])=[O:21])[CH:18]=3)[N:13]([C:34](=[O:35])[NH:33][C:30]3[CH:31]=[CH:32][C:27]([F:26])=[CH:28][CH:29]=3)[CH:12]=2)=[C:6]([O:23][CH3:24])[CH:5]=1. Reported procedure: To a stirred solution of 4-[5-nitro-1H-indol-3-ylmethyl]-3-methoxy-benzoic acid methylester (1.30 grams, 3.82 mmol) and 4-dimethylaminopyridine (0.58 mL, 4.77 mmol) in methylene chloride (60 mL) was added 4-fluorophenylisocyanate (0.70 mL, 5.73 mmol). The resulting solution was stirred for 18 hours, at room temperature, and then diluted with methylene chloride. The solution was washed with 1 M hydrochloric acid, water and brine, then dried over magnesium sulfate. Concentration in vacuo followed ... Isolated yield 87.7%. Starting materials: C(C)(=O)OCCCS(=O)(=O)Cl (3-acetoxypropane-1-sulfonyl chloride), Cl.CNC (dimethylamine hydrochloride). Product: CN(S(=O)(=O)CCCO)C (N,N-dimethyl-3-hydroxypropane-1-sulfonamide). RXN SMILES: C([O:4][CH2:5][CH2:6][CH2:7][S:8](Cl)(=[O:10])=[O:9])(=O)C.Cl.[CH3:13][NH:14][CH3:15]>>[CH3:13][N:14]([CH3:15])[S:8]([CH2:7][CH2:6][CH2:5][OH:4])(=[O:10])=[O:9] |f:1.2|. Reported procedure: Using 3-acetoxypropane-1-sulfonyl chloride and dimethylamine hydrochloride, the same reaction as in Reference Example 44 and 46 was conducted to produce the title compound. Starting materials: C1CCOC1, CO, Cl, [Li+], COC(=O)CCCN1C(=O)N=C(NC2CCCCC2)C12CCN(Cc1ccc(CN)cc1)CC2, [OH-]. Product: NCc1ccc(CN2CCC3(CC2)C(NC2CCCCC2)=NC(=O)N3CCCC(=O)O)cc1. RXN SMILES: [CH2:40]1[O:41][CH2:42][CH2:43][CH2:44]1.[CH3:38][OH:39].[ClH:37].[Li+:36].[NH2:1][CH2:2][c:3]1[cH:4][cH:5][c:6]([CH2:7][N:8]2[CH2:9][CH2:10][C:11]3([C:12]([NH:24][CH:25]4[CH2:26][CH2:27][CH2:28][CH2:29][CH2:30]4)=[N:13][C:14](=[O:23])[N:15]3[CH2:16][CH2:17][CH2:18][C:19](=[O:20])[O:21][CH3:22])[CH2:31][CH2:32]2)[cH:33][cH:34]1.[OH-:35]>>[NH2:1][CH2:2][c:3]1[cH:4][cH:5][c:6]([CH2:7][N:8]2[CH2:9][CH2:10][C:11]3([C:12]([NH:24][CH:25]4[CH2:26][CH2:27][CH2:28][CH2:29][CH2:30]4)=[N:13][C:14](=[O:23])[N:15]3[CH2:16][CH2:17][CH2:18][C:19](=[O:20])[OH:21])[CH2:31][CH2:32]2)[cH:33][cH:34]1. Reactants: [OH-].[Na+] (sodium hydroxide), CO\N=C(/C(C)=O)\C1(OCCO1)C (1-(2-methyl-[1,3]dioxolan-2-yl)propane-1,2-dione 1(E)-(O-methyloxime)), [OH-].[Na+] (sodium hydroxide), O (water), [OH-].[Na+] (sodium hydroxide), S(=O)(=O)([O-])[O-].O[NH3+].O[NH3+] (hydroxylammonium sulfate), S(=O)(=O)([O-])[O-].O[NH3+].O[NH3+] (hydroxylammonium sulfate). Solvent: C(C)(C)(C)OC (methyl tert-butyl ether). Conditions: temperature 50 celsius, time 9 hour. The product is CON=C(C(C)=NO)C1(OCCO1)C (1-(2-methyl-[1,3]dioxolan-2-yl)propane-1,2-dione 1-(O-methyloxime) 2-oxime). RXN SMILES: [OH-:1].[Na+].O.S([O-])([O-])(=O)=O.O[NH3+:10].O[NH3+].[CH3:13][O:14]/[N:15]=[C:16](/[C:20]1([CH3:25])[O:24][CH2:23][CH2:22][O:21]1)\[C:17](=O)[CH3:18]>C(OC)(C)(C)C>[CH3:13][O:14][N:15]=[C:16]([C:20]1([CH3:25])[O:24][CH2:23][CH2:22][O:21]1)[C:17](=[N:10][OH:1])[CH3:18] |f:0.1,3.4.5|. Reported procedure: 24 g (0.03 mol) of 50% strength aqueous sodium hydroxide solution and 200 ml of water were initially charged at 25° C. and admixed a little at a time with a total of 25 g (0.0152 mol) of hydroxylammonium sulfate. 50 g (0.0267 mol) of the ketal (Example 2) were then added dropwise, and the reaction mixture was stirred at 50° C. (pH=7-8) for 9 hours. A pH of 5-6 was then set using aqueous sodium hydroxide solution, and the mixture was stirred at 50° C. for 48 hours. Another 25 g of hydroxylammoniu... Starting materials: BrB(Br)Br, COc1c(C)cc(-c2ccccc2)cc1C, ClCCl. The product is Cc1cc(-c2ccccc2)cc(C)c1O. RXN SMILES: [B:1]([Br:2])([Br:3])[Br:4].[CH3:5][c:6]1[c:7]([O:19][CH3:20])[c:8]([CH3:18])[cH:9][c:10](-[c:12]2[cH:13][cH:14][cH:15][cH:16][cH:17]2)[cH:11]1.[Cl:21][CH2:22][Cl:23]>>[CH3:5][c:6]1[c:7]([OH:19])[c:8]([CH3:18])[cH:9][c:10](-[c:12]2[cH:13][cH:14][cH:15][cH:16][cH:17]2)[cH:11]1.